Task: describe an organic reaction: reactants, conditions, products, and yield. Dataset: the Open Reaction Database (ORD), a public repository of structured organic reaction records The reactants are BrC1=NC=C(C=C1)CN1CCCCC1 (2-bromo-5-(1-piperidinylmethyl)pyridine), C([O-])([O-])=O.[K+].[K+] (potassium carbonate), CC(C)OC(NC1CC(N(C2=CC=C(C=C12)B1OC(C(O1)(C)C)(C)C)C(C)=O)C)=O (1-methylethyl[1-acetyl-2-methyl-6-(4,4,5,5-tetramethyl-1,3,2-dioxaborolan-2-yl)-1,2,3,4-tetrahydro-4-quinolinyl]carbamate), Intermediate 24, CC(C)OC(N[C@@H]1C[C@@H](N(C2=CC=C(C=C12)B1OC(C(O1)(C)C)(C)C)C(C)=O)C)=O (1-methylethyl[(cis)-1-acetyl-2-methyl-6-(4,4,5,5-tetramethyl-1,3,2-dioxaborolan-2-yl)-1,2,3,4-tetrahydro-4-quinolinyl]carbamate). The reagents and catalysts are C=1C=CC(=CC1)[P](C=2C=CC=CC2)(C=3C=CC=CC3)[Pd]([P](C=4C=CC=CC4)(C=5C=CC=CC5)C=6C=CC=CC6)([P](C=7C=CC=CC7)(C=8C=CC=CC8)C=9C=CC=CC9)[P](C=1C=CC=CC1)(C=1C=CC=CC1)C=1C=CC=CC1 (tetrakis(triphenylphosphine)palladium(0)). Solvent: C1(=CC=CC=C1)C (toluene), C(C)O (ethanol). Product: C(C)(=O)N1[C@H](C[C@H](C2=CC(=CC=C12)C1=NC=C(C=C1)CN1CCCCC1)NC(OC(C)C)=O)C (1-methylethyl {(cis)-1-acetyl-2-methyl-6-[5-(1-piperidinylmethyl)-2-pyridinyl]-1,2,3,4-tetrahydro-4-quinolinyl}carbamate). Reaction SMILES: Br[C:2]1[CH:7]=[CH:6][C:5]([CH2:8][N:9]2[CH2:14][CH2:13][CH2:12][CH2:11][CH2:10]2)=[CH:4][N:3]=1.[CH3:15][CH:16]([O:18][C:19](=[O:44])[NH:20][C@H:21]1[C:30]2[C:25](=[CH:26][CH:27]=[C:28](B3OC(C)(C)C(C)(C)O3)[CH:29]=2)[N:24]([C:40](=[O:42])[CH3:41])[C@@H:23]([CH3:43])[CH2:22]1)[CH3:17].CC(OC(=O)NC1C2C(=CC=C(B3OC(C)(C)C(C)(C)O3)C=2)N(C(=O)C)C(C)C1)C.C(=O)([O-])[O-].[K+].[K+]>C(O)C.C1C=CC([P]([Pd]([P](C2C=CC=CC=2)(C2C=CC=CC=2)C2C=CC=CC=2)([P](C2C=CC=CC=2)(C2C=CC=CC=2)C2C=CC=CC=2)[P](C2C=CC=CC=2)(C2C=CC=CC=2)C2C=CC=CC=2)(C2C=CC=CC=2)C2C=CC=CC=2)=CC=1.C1(C)C=CC=CC=1>[C:40]([N:24]1[C:25]2[C:30](=[CH:29][C:28]([C:2]3[CH:7]=[CH:6][C:5]([CH2:8][N:9]4[CH2:14][CH2:13][CH2:12][CH2:11][CH2:10]4)=[CH:4][N:3]=3)=[CH:27][CH:26]=2)[C@H:21]([NH:20][C:19](=[O:44])[O:18][CH:16]([CH3:15])[CH3:17])[CH2:22][C@@H:23]1[CH3:43])(=[O:42])[CH3:41] |f:3.4.5,^1:87,89,108,127|. Procedure details: 2-bromo-5-(1-piperidinylmethyl)pyridine (for a preparation see Intermediate 24) (98 mg, 0.384 mmol) was mixed with 1-methylethyl[(cis)-1-acetyl-2-methyl-6-(4,4,5,5-tetramethyl-1,3,2-dioxaborolan-2-yl)-1,2,3,4-tetrahydro-4-quinolinyl]carbamate (for a preparation see Intermediate 12) (100 mg, 0.240 mmol), potassium carbonate (66.4 mg, 0.480 mmol) and tetrakis(triphenylphosphine)palladium(0) (13.88 mg, 0.012 mmol), dissolved in ethanol (1 mL) and toluene (1 mL) and stirred under nitrogen at 90° C. ... The reactants are [OH-].[Na+] (NaOH), C(C)OC(=O)C1(CN(C1)C(=O)OC(C)(C)C)C(=O)OCC (Azetidine-1,3,3-tricarboxylic acid 1-tert-butyl ester 3,3-diethyl ester), Cl (HCl). The solvent is O (water), CCO (EtOH). Reaction conditions: temperature 50 celsius, time 1 hour. Yields the product C(C)OC(=O)C1(CN(C1)C(=O)OC(C)(C)C)C(=O)O (Azetidine-1,3,3-tricarboxylic acid 1-tert-butyl ester 3-ethyl ester). Reaction SMILES: [CH2:1]([O:3][C:4]([C:6]1([C:17]([O:19]CC)=[O:18])[CH2:9][N:8]([C:10]([O:12][C:13]([CH3:16])([CH3:15])[CH3:14])=[O:11])[CH2:7]1)=[O:5])[CH3:2].[OH-].[Na+].Cl>CCO.O>[CH2:1]([O:3][C:4]([C:6]1([C:17]([OH:19])=[O:18])[CH2:9][N:8]([C:10]([O:12][C:13]([CH3:14])([CH3:16])[CH3:15])=[O:11])[CH2:7]1)=[O:5])[CH3:2] |f:1.2|. Procedure: Azetidine-1,3,3-tricarboxylic acid 1-tert-butyl ester 3,3-diethyl ester (1.2 g; 0.4 mmol) in EtOH (12 ml) is cooled to 5° C. under stirring and combined with NaOH (60 mg; 0.04 mmol) in water (4 ml). The reaction mixture is left at room temperature for 1 hour, heated to 50° C. for 5 minutes, poured on brine, acidified with 2N HCl and extracted with TBME three times. The reaction mixture is extracted with TBME three times, the organic phases are combined, dried over Na2SO4 and evaporated to drynes... The reactants are CC(C)(C)OC(=O)N1CCC(N)CC1, Cc1ccccc1, O=C(C=Cc1ccccc1)C=Cc1ccccc1, CC(C)c1cc(C(C)C)c(-c2ccccc2P(C2CCCCC2)C2CCCCC2)c(C(C)C)c1, O=C(C=Cc1ccccc1)C=Cc1ccccc1, O=C(C=Cc1ccccc1)C=Cc1ccccc1, Clc1ccc2c(I)ccnc2c1, [Pd], [Pd]. The product is CC(C)(C)OC(=O)N1CCC(Nc2ccnc3cc(Cl)ccc23)CC1. RXN SMILES: [C:13]([CH3:14])([CH3:15])([CH3:16])[O:17][C:18](=[O:19])[N:20]1[CH2:21][CH2:22][CH:23]([NH2:26])[CH2:24][CH2:25]1.[CH3:61][c:62]1[cH:63][cH:64][cH:65][cH:66][cH:67]1.[CH:106](=[CH:107][C:108]([CH:109]=[CH:110][c:111]1[cH:112][cH:113][cH:114][cH:115][cH:116]1)=[O:117])[c:118]1[cH:119][cH:120][cH:121][cH:122][cH:123]1.[CH:27]1([P:28]([CH:29]2[CH2:30][CH2:31][CH2:32][CH2:33][CH2:34]2)[c:35]2[cH:36][cH:37][cH:38][cH:39][c:40]2-[c:41]2[c:42]([CH:43]([CH3:44])[CH3:45])[cH:46][c:47]([CH:48]([CH3:49])[CH3:50])[cH:51][c:52]2[CH:53]([CH3:54])[CH3:55])[CH2:56][CH2:57][CH2:58][CH2:59][CH2:60]1.[CH:70](=[CH:71][C:72]([CH:73]=[CH:74][c:75]1[cH:76][cH:77][cH:78][cH:79][cH:80]1)=[O:81])[c:82]1[cH:83][cH:84][cH:85][cH:86][cH:87]1.[CH:88](=[CH:89][C:90]([CH:91]=[CH:92][c:93]1[cH:94][cH:95][cH:96][cH:97][cH:98]1)=[O:99])[c:100]1[cH:101][cH:102][cH:103][cH:104][cH:105]1.[Cl:1][c:2]1[cH:3][cH:4][c:5]2[c:6]([I:12])[cH:7][cH:8][n:9][c:10]2[cH:11]1.[Pd:68].[Pd:69]>>[Cl:1][c:2]1[cH:3][cH:4][c:5]2[c:6]([NH:26][CH:23]3[CH2:22][CH2:21][N:20]([C:18]([O:17][C:13]([CH3:14])([CH3:15])[CH3:16])=[O:19])[CH2:25][CH2:24]3)[cH:7][cH:8][n:9][c:10]2[cH:11]1.